From a dataset of the Open Reaction Database (ORD), a public repository of structured organic reaction records. describe an organic reaction: reactants, conditions, products, and yield Reactants: O=C(n1ccnc1)n1ccnc1, NC1CN2CCC1CC2, C1CCOC1, O=C(O)c1ccc2[nH]ccc2c1. Yields the product O=C(NC1CN2CCC1CC2)c1ccc2[nH]ccc2c1. As a reaction SMILES: [C:13]([n:14]1[cH:15][cH:16][n:17][cH:18]1)([n:19]1[cH:20][cH:21][n:22][cH:23]1)=[O:24].[NH2:25][CH:26]1[CH2:27][N:28]2[CH2:29][CH2:30][CH:31]1[CH2:32][CH2:33]2.[O:34]1[CH2:35][CH2:36][CH2:37][CH2:38]1.[nH:1]1[cH:2][cH:3][c:4]2[cH:5][c:6]([C:10](=[O:11])[OH:12])[cH:7][cH:8][c:9]12>>[nH:1]1[cH:2][cH:3][c:4]2[cH:5][c:6]([C:10](=[O:12])[NH:25][CH:26]3[CH2:27][N:28]4[CH2:29][CH2:30][CH:31]3[CH2:32][CH2:33]4)[cH:7][cH:8][c:9]12.